This data is from the Open Reaction Database (ORD), a public repository of structured organic reaction records. The task is: describe an organic reaction: reactants, conditions, products, and yield The reactants are product, CNS(=O)(=O)C1=CC=CC=C1 (N-methyl-4-benzenesulfonamide), C1(=CC=CC=C1)P(C1=CC=CC=C1)C1=CC=CC=C1 (triphenylphosphine), C(C)(=O)OCC=C (allyl acetate), C(C=C)C1=CC=C(C=C1)S(=O)(=O)N (allyl-4-benzenesulfonamide), ClCCl (dichloromethane). Reagents/catalysts: C(C)(=O)[O-].[Pd+2].C(C)(=O)[O-] (palladium acetate). The solvent is C(C)(=O)OCC (ethyl acetate). Product: C1=CC=CC=C1C(=O)OO.ClC=1C=CC=CC1 (m-chlorobenzene perbenzoic acid), O1C(CC2=C(C=CC(=C2)C)S(=O)(=O)N)C1 ((2,3-epoxypropyl)-4-methylbenzenesulfonamide). As a reaction SMILES: [CH2:1]([C:4]1[CH:9]=[CH:8][C:7]([S:10]([NH2:13])(=[O:12])=[O:11])=[CH:6][CH:5]=1)C=C.CNS([C:19]1[CH:24]=[CH:23][CH:22]=[CH:21][CH:20]=1)(=O)=O.C1(P(C2C=CC=CC=2)C2C=CC=CC=2)C=CC=CC=1.[C:44]([O:47][CH2:48][CH:49]=[CH2:50])(=[O:46])C.[Cl:51]CCl>C(OCC)(=O)C.C([O-])(=O)C.[Pd+2].C([O-])(=O)C>[CH:24]1[C:19]([C:44]([O:47][OH:11])=[O:46])=[CH:20][CH:21]=[CH:22][CH:23]=1.[Cl:51][C:4]1[CH:5]=[CH:6][CH:7]=[CH:8][CH:9]=1.[O:47]1[CH2:48][CH:49]1[CH2:50][C:6]1[CH:5]=[C:4]([CH3:1])[CH:9]=[CH:8][C:7]=1[S:10]([NH2:13])(=[O:11])=[O:12] |f:6.7.8,9.10|. Reported procedure: N-methyl-N*-allyl-4-benzenesulfonamide was also prepared by stirring N-methyl-4-benzenesulfonamide (4.65 g, 0.025 mol), triphenylphosphine (0.1 g), allyl acetate (10 ml) and palladium acetate (50 mg) for 48 hrs. The reaction mixture was diluted with ethyl acetate and the organic solution washed with water (2×), dilute sodium bicarbonate and dried over anhydrous magnesium sulfate. Evaporation in vacuo gave material that was 95% product and <5% starting material. The oxidation of N-methyl-N*allyl-... Reactants: OC(CN(S(=O)(=O)C1=CC=C(C=C1)C)C1=CC=CC=C1)CO (N-(2,3-dihydroxypropyl)-4-methyl-N-phenylbenzenesulfonamide), [Na] (sodium), C1=CC=CC2=CC=CC=C12 (naphthalene), [Na] (sodium), Cl (hydrochloric acid). The solvent is O (Water), COCCOC (1,2-dimethoxyethane). The product is C1(=CC=CC=C1)NCC(CO)O (3-phenylamino-1,2-propanediol). Isolated yield 83.4%. RXN SMILES: [Na].C1C2C(=CC=CC=2)C=CC=1.[OH:12][CH:13]([CH2:32][OH:33])[CH2:14][N:15]([C:26]1[CH:31]=[CH:30][CH:29]=[CH:28][CH:27]=1)S(C1C=CC(C)=CC=1)(=O)=O.Cl>COCCOC.O>[C:26]1([NH:15][CH2:14][CH:13]([OH:12])[CH2:32][OH:33])[CH:31]=[CH:30][CH:29]=[CH:28][CH:27]=1 |^1:0|. Procedure details: 250 Grams of 40% sodium dispersion in mineral oil was added to a solution of 600 g of naphthalene in 1.8 l of 1,2-dimethoxyethane ("Glyme") stirred under nitrogen and maintained at a temperature between 20° to 30° C. After all the sodium was added, the mixture was stirred 20 minutes, and then 305 g of N-(2,3-dihydroxypropyl)-4-methyl-N-phenylbenzenesulfonamide was added through a powder addition funnel while maintaining the temperature of the reaction mixture below 35° C. After all of the solid ... Starting materials: ClC=1C(=C(C(=O)NC2=C(C3=C(COC3C)S2)C(=O)O)C(=CC1)C(F)(F)F)F (2-{[3-chloro-2-fluoro-6-(trifluoromethyl)benzoyl]amino}-4-methyl-4,6-dihydrothieno[2,3-c]furan-3-carboxylic acid), Cl.COC1CNC1 (3-methoxyazetidine hydrochloride). The product is ClC=1C(=C(C(=O)NC2=C(C3=C(COC3C)S2)C(=O)N2CC(C2)OC)C(=CC1)C(F)(F)F)F (3-chloro-2-fluoro-N-{3-[(3-methoxyazetidin-1-yl)carbonyl]-4-methyl-4,6-dihydrothieno[2,3-c]furan-2-yl}-6-(trifluoromethyl)benzamide). As a reaction SMILES: [Cl:1][C:2]1[C:3]([F:27])=[C:4]([C:20]([C:23]([F:26])([F:25])[F:24])=[CH:21][CH:22]=1)[C:5]([NH:7][C:8]1[S:16][C:11]2[CH2:12][O:13][CH:14]([CH3:15])[C:10]=2[C:9]=1[C:17]([OH:19])=O)=[O:6].Cl.[CH3:29][O:30][CH:31]1[CH2:34][NH:33][CH2:32]1>>[Cl:1][C:2]1[C:3]([F:27])=[C:4]([C:20]([C:23]([F:26])([F:25])[F:24])=[CH:21][CH:22]=1)[C:5]([NH:7][C:8]1[S:16][C:11]2[CH2:12][O:13][CH:14]([CH3:15])[C:10]=2[C:9]=1[C:17]([N:33]1[CH2:34][CH:31]([O:30][CH3:29])[CH2:32]1)=[O:19])=[O:6] |f:1.2|. Reported procedure: The title compound was prepared from the product of Example 50A and commercially available 3-methoxyazetidine hydrochloride by the procedure described for Example 2B. 1H NMR (DMSO-d6, 300 MHz) δ 1.29 (d, J=6.4 Hz, 3H), 3.19 (s, 3H), 3.71-3.77 (m, 1H), 3.80-3.87 (m, 1H), 4.02-4.09 (m, 1H), 4.14-4.22 (m, 2H), 4.88-5.01 (m, 2H). 5.14-5.22 (m, 1H), 7.78 (d, J=9.1 Hz, 1H), 8.02 (dd, J=8.0, 8.0 Hz, 1H), 11.82 (br s, 1H). MS (ESI+) m/z 493 (M+H)+. Anal. calcd. for C20H17ClF4N2O4S: C, 48.74; H, 3.48; N,... Reactants: C(C)(C)(C)OC(=O)N1CCC(CC1)(C=1SC=C(N1)COC1=CC=C(C=C1)S(=O)(=O)C)O (4-Hydroxy-4-[4-(4-methanesulfonyl-phenoxymethyl)-thiazol-2-yl]-piperidine-1-carboxylic acid tert-butyl ester), CCN(CC)S(F)(F)F (DAST). Run in C(Cl)Cl (CH2Cl2). Run at time 30 minute. Product: C(C)(C)(C)OC(=O)N1CCC(CC1)(C=1SC=C(N1)COC1=CC=C(C=C1)S(=O)(=O)C)F (4-Fluoro-4-[4-(4-methanesulfonyl-phenoxymethyl)-thiazol-2-yl]-piperidine-1-carboxylic acid tert-butyl ester). As a reaction SMILES: [C:1]([O:5][C:6]([N:8]1[CH2:13][CH2:12][C:11](O)([C:14]2[S:15][CH:16]=[C:17]([CH2:19][O:20][C:21]3[CH:26]=[CH:25][C:24]([S:27]([CH3:30])(=[O:29])=[O:28])=[CH:23][CH:22]=3)[N:18]=2)[CH2:10][CH2:9]1)=[O:7])([CH3:4])([CH3:3])[CH3:2].CCN(S(F)(F)[F:38])CC>C(Cl)Cl>[C:1]([O:5][C:6]([N:8]1[CH2:13][CH2:12][C:11]([F:38])([C:14]2[S:15][CH:16]=[C:17]([CH2:19][O:20][C:21]3[CH:26]=[CH:25][C:24]([S:27]([CH3:30])(=[O:29])=[O:28])=[CH:23][CH:22]=3)[N:18]=2)[CH2:10][CH2:9]1)=[O:7])([CH3:4])([CH3:3])[CH3:2]. Procedure: To a solution of 4-hydroxy-4-[4-(4-methanesulfonyl-phenoxymethyl)-thiazol-2-yl]-piperidine-1-carboxylic acid tert-butyl ester (Example 86, 5.29 g, 11.3 mmol) in CH2Cl2 (100 mL) at 0° C. was added DAST (1.8 mL, 1.2 eq.). The reaction mixture was stirred for 30 minutes before it was quenched by addition of saturated NaHCO3 solution (20 mL). The organic phase was separated and dried over Na2SO4. After removal of the solvent, the crude product was purified on silica gel (EtOAc:hexanes=2:3) to afford... Starting materials: BrCC1CC1, O=C([O-])[O-], Clc1ncnc2[nH]ccc12, [Cs+], [Cs+], CN(C)C=O. The product is Clc1ncnc2c1ccn2CC1CC1. RXN SMILES: [Br:1][CH2:2][CH:3]1[CH2:4][CH2:5]1.[C:16](=[O:17])([O-:18])[O-:19].[Cl:6][c:7]1[c:8]2[c:9]([n:10][cH:11][n:12]1)[nH:13][cH:14][cH:15]2.[Cs+:20].[Cs+:21].[O:22]=[CH:23][N:24]([CH3:25])[CH3:26]>>[CH2:2]([CH:3]1[CH2:4][CH2:5]1)[n:13]1[c:9]2[c:8]([c:7]([Cl:6])[n:12][cH:11][n:10]2)[cH:15][cH:14]1.